This data is from the Open Reaction Database (ORD), a public repository of structured organic reaction records. The task is: describe an organic reaction: reactants, conditions, products, and yield Reactants: COc1cc2ncnc(Oc3cccc(N)c3)c2cc1OC, COc1cc2ncnc(Oc3cccc(NC(=O)Nc4cc(C(C)C)no4)c3)c2cc1OC, CC(C)(CO)c1cc(NC(=O)Oc2ccccc2)no1. Yields the product COc1cc2ncnc(Oc3cccc(NC(=O)Nc4cc(C(C)(C)CO)on4)c3)c2cc1OC. As a reaction SMILES: [CH3:1][O:2][c:3]1[cH:4][c:5]2[c:6]([O:15][c:16]3[cH:17][c:18]([NH2:19])[cH:20][cH:21][cH:22]3)[n:7][cH:8][n:9][c:10]2[cH:11][c:12]1[O:13][CH3:14].[CH3:43][O:44][c:45]1[cH:46][c:47]2[c:48]([cH:49][c:50]1[O:51][CH3:52])[n:53][cH:54][n:55][c:56]2[O:57][c:58]1[cH:59][c:60]([NH:61][C:62]([NH:63][c:64]2[o:65][n:66][c:67]([CH:68]([CH3:69])[CH3:70])[cH:71]2)=[O:72])[cH:73][cH:74][cH:75]1.[OH:23][CH2:24][C:25]([CH3:26])([CH3:27])[c:28]1[cH:29][c:30]([NH:33][C:34]([O:35][c:37]2[cH:38][cH:39][cH:40][cH:41][cH:42]2)=[O:36])[n:31][o:32]1>>[CH3:1][O:2][c:3]1[cH:4][c:5]2[c:6]([O:15][c:16]3[cH:17][c:18]([NH:19][C:34]([NH:33][c:30]4[cH:29][c:28]([C:25]([CH2:24][OH:23])([CH3:26])[CH3:27])[o:32][n:31]4)=[O:35])[cH:20][cH:21][cH:22]3)[n:7][cH:8][n:9][c:10]2[cH:11][c:12]1[O:13][CH3:14].